This data is from the Open Reaction Database (ORD), a public repository of structured organic reaction records. The task is: describe an organic reaction: reactants, conditions, products, and yield The reactants are C(C)(=O)O (acetic acid), C[C@@H]1[C@@H]([C@H]2[C@H](C[C@H](C=C2C=C1)C)OC([C@H](CC)C)=O)CCC(C[C@H](CC(=O)OC)O[Si](C)(C)C(C)(C)C)=O (Methyl 7-[2(S), 6(R)-Dimethyl-8(S)-(2(S)-methylbutyryloxy)-1,2,6,7,8,8a(R)-hexahydro-1(S)-naphthyl]-3(R)-(tert-butyldimethylsilyloxy)-5-oxoheptanoate), C(C)(=O)O (acetic acid), [F-].C(CCC)[N+](CCCC)(CCCC)CCCC (tetrabutylammonium fluoride), CCOCC (ether). Solvent: O1CCCC1 (tetrahydrofuran). Run at time 8 hour. Yields the product C[C@@H]1[C@@H]([C@H]2[C@H](C[C@H](C=C2C=C1)C)OC([C@H](CC)C)=O)CCC(C[C@H](CC(=O)OC)O)=O (Methyl 7-[2(S), 6(R)-Dimethyl-8(S)-(2(S)-methylbutyryloxy)-1,2,6,7,8,8a(R)-hexahydro-1(S)-naphthyl]-3(R)-hydroxy-5-oxoheptanoate). Isolated yield 115.1%. Reaction SMILES: [CH3:1][C@H:2]1[CH:11]=[CH:10][C:9]2[C@H:4]([C@@H:5]([O:13][C:14](=[O:19])[C@@H:15]([CH3:18])[CH2:16][CH3:17])[CH2:6][C@@H:7]([CH3:12])[CH:8]=2)[C@H:3]1[CH2:20][CH2:21][C:22](=[O:38])[CH2:23][C@@H:24]([O:30][Si](C(C)(C)C)(C)C)[CH2:25][C:26]([O:28][CH3:29])=[O:27].C(O)(=O)C.[F-].C([N+](CCCC)(CCCC)CCCC)CCC.CCOCC>O1CCCC1>[CH3:1][C@H:2]1[CH:11]=[CH:10][C:9]2[C@H:4]([C@@H:5]([O:13][C:14](=[O:19])[C@@H:15]([CH3:18])[CH2:16][CH3:17])[CH2:6][C@@H:7]([CH3:12])[CH:8]=2)[C@H:3]1[CH2:20][CH2:21][C:22](=[O:38])[CH2:23][C@@H:24]([OH:30])[CH2:25][C:26]([O:28][CH3:29])=[O:27] |f:2.3|. Reported procedure: The silyl ether from Step C (230 mg, 0.00024 mol) was dissolved in 5 ml of tetrahydrofuran (THF) and treated with 54 μl, (0.057 g, 0.00095 mol) of acetic acid and 710 μl (1M in THF, 0.00071 mol) of tetrabutylammonium fluoride (Bu4N F) and the mixture was stirred overnight at room temperature. Another 57 μl of acetic acid and 710 μl of Bu4N F were added and stirring was continued an additional 24 hours. The mixture was poured into 100 ml of ether and washed with 1×5 ml of 1N hydrochloric acid, 1×... Starting materials: O=S(=O)(O)Cl, Cl, Cl, [Na+], [OH-], O, O=c1[nH]c2c(n3ccnc13)Cc1ccccc1-2. Yields the product O=c1[nH]c2c(n3ccnc13)Cc1cc(S(=O)(=O)O)ccc1-2. Reaction SMILES: [Cl:21][S:22](=[O:23])(=[O:24])[OH:25].[ClH:1].[ClH:20].[Na+:27].[OH-:26].[OH2:19].[cH:2]1[cH:3][n:4][c:5]2[n:6]1[c:7]1[c:8]([nH:9][c:10]2=[O:11])-[c:12]2[cH:13][cH:14][cH:15][cH:16][c:17]2[CH2:18]1>>[cH:2]1[cH:3][n:4][c:5]2[n:6]1[c:7]1[c:8]([nH:9][c:10]2=[O:11])-[c:12]2[cH:13][cH:14][c:15]([S:22](=[O:23])(=[O:24])[OH:25])[cH:16][c:17]2[CH2:18]1. Starting materials: O=[N+]([O-])O, O=S(=O)(O)O, FC(F)(F)c1nncn1-c1ccccc1, c1ccccc1. Yields the product O=[N+]([O-])c1cccc(-n2cnnc2C(F)(F)F)c1. RXN SMILES: [OH:1][N+:2]([O-:3])=[O:4].[S:26](=[O:27])(=[O:28])([OH:29])[OH:30].[c:5]1(-[n:11]2[c:12]([C:16]([F:17])([F:18])[F:19])[n:13][n:14][cH:15]2)[cH:6][cH:7][cH:8][cH:9][cH:10]1.[cH:20]1[cH:21][cH:22][cH:23][cH:24][cH:25]1>>[O-:1][N+:2](=[O:4])[c:7]1[cH:6][c:5](-[n:11]2[c:12]([C:16]([F:17])([F:18])[F:19])[n:13][n:14][cH:15]2)[cH:10][cH:9][cH:8]1. Starting materials: [OH-].[Na+] (sodium hydroxide), BrCC(=O)OCC (ethyl bromoacetate), ice water, C1(=CC=CC=C1)N1N=C(C2=C1CCC2)CO (1-phenyl-1,4,5,6-tetrahydro-3-cyclopentapyrazolemethanol), N1=C(C=CC=C1)C1=NC=CC=C1 (bipyridyl), C(CCC)[Li] (n-butyl lithium). Run in CO (methanol), CO (methanol), C1CCOC1 (THF). Run at time 20 minute. The product is C1(=CC=CC=C1)N1N=C(C2=C1CCC2)C(C(=O)O)OC (1-Phenyl-1,4,5,6-tetrahydro-3-cyclopentapyrazolyl methoxy acetic acid). Reaction SMILES: [C:1]1([N:7]2[C:11]3[CH2:12][CH2:13][CH2:14][C:10]=3[C:9]([CH2:15][OH:16])=[N:8]2)[CH:6]=[CH:5][CH:4]=[CH:3][CH:2]=1.C([Li])CCC.N1C=CC=C[C:23]=1C1C=CC=CN=1.BrC[C:36]([O:38]CC)=[O:37].[OH-].[Na+]>C1COCC1.CO>[C:1]1([N:7]2[C:11]3[CH2:12][CH2:13][CH2:14][C:10]=3[C:9]([CH:15]([O:16][CH3:23])[C:36]([OH:38])=[O:37])=[N:8]2)[CH:2]=[CH:3][CH:4]=[CH:5][CH:6]=1 |f:4.5|. Procedure: A solution of 1-phenyl-1,4,5,6-tetrahydro-3-cyclopentapyrazolemethanol (2.14 g, 10 mmol) in THF (40 ml) was cooled to -10° C. and treated with 1.6M n-butyl lithium (6.2 ml, 10 mmol) using bipyridyl indicator. After 20 minutes, ethyl bromoacetate (1.9 g, 1.26 ml, 11.4 mmol) was added, reached at -20° C. for 45 minutes, then at ambient temperature for 18 hours. The solution was poured into ice water, acidified, and the products extracted into ethyl acetate. Drying and evaporation of solvent gave a...